Dataset: the Open Reaction Database (ORD), a public repository of structured organic reaction records. Task: describe an organic reaction: reactants, conditions, products, and yield The yield is 56.3%. Reaction SMILES: [CH3:1][N:2]1[CH:6]=[N:5][C:4]([C:7]2[CH:12]=[CH:11][CH:10]=[CH:9][CH:8]=2)=[N:3]1.C([Li])CCC.[Si:18]([O:25][C:26]1[C:27]([F:36])=[C:28]([CH:31]=[C:32]([CH2:34][CH3:35])[CH:33]=1)[CH:29]=[O:30])([C:21]([CH3:24])([CH3:23])[CH3:22])([CH3:20])[CH3:19]>C1COCC1>[Si:18]([O:25][C:26]1[C:27]([F:36])=[C:28]([CH:29]([C:6]2[N:2]([CH3:1])[N:3]=[C:4]([C:7]3[CH:8]=[CH:9][CH:10]=[CH:11][CH:12]=3)[N:5]=2)[OH:30])[CH:31]=[C:32]([CH2:34][CH3:35])[CH:33]=1)([C:21]([CH3:22])([CH3:24])[CH3:23])([CH3:20])[CH3:19]. Product: [Si](C)(C)(C(C)(C)C)OC=1C(=C(C=C(C1)CC)C(O)C=1N(N=C(N1)C1=CC=CC=C1)C)F ((3-(tert-butyldimethylsilyloxy)-5-ethyl-2-fluorophenyl)(2-methyl-5-phenyl-2H-1,2,4-triazol-3-yl)methanol). Solvent: C1CCOC1 (THF), C1CCOC1 (THF). Procedure: To a solution of 1-methyl-3-phenyl-1H-1,2,4-triazole (310 mg, 1.95 mmol, see J. Chem. Soc., 1954, 3319-3322) in THF (25 mL) cooled to −78° C. was added 1.6 M n-butyl lithium (1.33 mL, 2.12 mmol) dropwise and stirred for 15 min. Next a solution of Intermediate 368.2 (500 mg, 1.77 mmol) in THF (5 mL) was added dropwise and stirred for 5 min before allowing the mixture to warm to 23° C. The mixture was quenched with aqueous NH4Cl and extracted with EtOAc (3×50 mL). The organic layer was washed with... Reactants: C(CCC)[Li] (n-butyl lithium), CN1N=C(N=C1)C1=CC=CC=C1 (1-methyl-3-phenyl-1H-1,2,4-triazole), [Si](C)(C)(C(C)(C)C)OC=1C(=C(C=O)C=C(C1)CC)F (3-(tert-butyldimethylsilyloxy)-5-ethyl-2-fluorobenzaldehyde). Run at temperature 23 celsius, time 15 minute. The reactants are CN(C(C)=O)CCCCCCCCCC=C (1-(N-methylacetamido)-10-undecene), C[N+]1(CCOCC1)[O-] (N-methylmorpholine-N-oxide), aqueous solution, potassium osmate dihydrate, C(C)(C)(C)O (t-butanol), S(=O)([O-])S(=O)[O-].[Na+].[Na+] (Sodium dithionite). Reagents/catalysts: [Os] (osmium). The solvent is O (water), CC(=O)C (acetone), O (water), ClCCl (dichloromethane), ClCCl (dichloromethane). Run at time 30 minute. The product is OCC(CCCCCCCCCN(C(C)=O)C)O (1,2-dihydroxy-11-(N-methylacetamido)undecane). Yield: 70.0%. As a reaction SMILES: [CH3:1][N:2]([CH2:6][CH2:7][CH2:8][CH2:9][CH2:10][CH2:11][CH2:12][CH2:13]CC=C)[C:3](=[O:5])[CH3:4].C[N+]1([O-])CC[O:21]CC1.[C:25]([OH:29])(C)([CH3:27])[CH3:26].S(S([O-])=O)([O-])=O.[Na+].[Na+]>O.CC(C)=O.[Os].ClCCl>[OH:21][CH2:26][CH:25]([OH:29])[CH2:27][CH2:13][CH2:12][CH2:11][CH2:10][CH2:9][CH2:8][CH2:7][CH2:6][N:2]([CH3:1])[C:3](=[O:5])[CH3:4] |f:3.4.5|. Procedure: A solution of 1-(N-methylacetamido)-10-undecene (2.0 g, 8.9 mmol), N-methylmorpholine-N-oxide (4 mL of a 60% aqueous solution in water, 18 mmol) and potassium osmate dihydrate (10 mg) in acetone (50 mL), water (30 mL), and t-butanol (10 mL) was stirred at ambient temperature for 17 hours. Sodium dithionite (200 mg) was added to reduce the osmium catalyst. After 30 minutes, the mixture was added to dichloromethane (50 mL) and the layers separated. The aqueous layer was extracted with dichlorometh... Reactants: OO (hydrogen peroxide), S(N)(=O)(=O)C1=CC2=NC=CC=C2O1 (2-sulfamoylfuro[3,2-b]pyridine), O (water). The solvent is C(C)(=O)O (acetic acid). Reaction conditions: temperature 60 celsius. Yields the product S(N)(=O)(=O)C1=CC2=[N+](C=CC=C2O1)[O-] (2-Sulfamoylfuro[3,2-b]pyridine-4-oxide). Yield: 63.5%. RXN SMILES: [S:1]([C:5]1[O:13][C:12]2[C:7](=[N:8][CH:9]=[CH:10][CH:11]=2)[CH:6]=1)(=[O:4])(=[O:3])[NH2:2].[OH:14]O.O>C(O)(=O)C>[S:1]([C:5]1[O:13][C:12]2[C:7](=[N+:8]([O-:14])[CH:9]=[CH:10][CH:11]=2)[CH:6]=1)(=[O:3])(=[O:4])[NH2:2]. Procedure details: To a suspension of 2-sulfamoylfuro[3,2-b]pyridine (647 mg, 3.27 mmol) in glacial acetic acid (8 mL) was added 30% hydrogen peroxide (0.6 mL). This suspension was warmed at 60° C. for four hours to give a clear solution. Upon cooling the reaction mixture and adding water the product crystallized out. This pure product (444 mg, 63.5% yield) was collected by filtration, washed with water, ethanol and diethyl ether, mp: 236°-237° C. (decomposition). Reactants: CCCc1[nH]cnc1C(=O)OCC, Cl, O. Product: Cl, CCCc1[nH]cnc1C(=O)O. Reaction SMILES: [CH2:1]([CH3:2])[O:3][C:4](=[O:5])[c:6]1[n:7][cH:8][nH:9][c:10]1[CH2:11][CH2:12][CH3:13].[ClH:14].[OH2:15]>>[ClH:14].[O:3]=[C:4]([OH:5])[c:6]1[n:7][cH:8][nH:9][c:10]1[CH2:11][CH2:12][CH3:13]. Starting materials: ClC1=NC(=C2N=C(N(C2=N1)C)C=O)N1CCOCC1 (2-Chloro-9-methyl-6-morpholino-9H-purine-8-carbaldehyde), CS(=O)(=O)N1CCNCC1 (1-(methylsulfonyl)piperazine), COC(OC)OC (trimethylorthoformate), C(C)(=O)O (acetic acid), C(C)(=O)O[BH-](OC(C)=O)OC(C)=O.[Na+] (sodium triacetoxyborohydride). Solvent: ClC(C)Cl (dichloroethane). Yields the product ClC1=NC(=C2N=C(N(C2=N1)C)CN1CCN(CC1)S(=O)(=O)C)N1CCOCC1 (4-(2-chloro-9-methyl-8-((4 (methylsulfonyl)piperazin-1-yl)methyl)-9H-purin-6-yl)morpholine). As a reaction SMILES: [Cl:1][C:2]1[N:10]=[C:9]2[C:5]([N:6]=[C:7]([CH:12]=O)[N:8]2[CH3:11])=[C:4]([N:14]2[CH2:19][CH2:18][O:17][CH2:16][CH2:15]2)[N:3]=1.[CH3:20][S:21]([N:24]1[CH2:29][CH2:28][NH:27][CH2:26][CH2:25]1)(=[O:23])=[O:22].COC(OC)OC.C(O)(=O)C.C(O[BH-](OC(=O)C)OC(=O)C)(=O)C.[Na+]>ClC(Cl)C>[Cl:1][C:2]1[N:10]=[C:9]2[C:5]([N:6]=[C:7]([CH2:12][N:27]3[CH2:28][CH2:29][N:24]([S:21]([CH3:20])(=[O:23])=[O:22])[CH2:25][CH2:26]3)[N:8]2[CH3:11])=[C:4]([N:14]2[CH2:19][CH2:18][O:17][CH2:16][CH2:15]2)[N:3]=1 |f:4.5|. Procedure details: 2-Chloro-9-methyl-6-morpholino-9H-purine-8-carbaldehyde was treated with 1.1 eq 1-(methylsulfonyl)piperazine, 7 eq trimethylorthoformate, 1 eq of acetic acid in 2 mL of dichloroethane for 6 hours upon which 1.1 eq of sodium triacetoxyborohydride was added to the reaction mixture. The reaction mixture was extracted with dichloromethane and water to give crude intermediate 4-(2-chloro-9-methyl-8-((4 (methylsulfonyl)piperazin-1-yl)methyl)-9H-purin-6-yl)morpholine which was then reacted with 1-(tetr...